From a dataset of the Open Reaction Database (ORD), a public repository of structured organic reaction records. describe an organic reaction: reactants, conditions, products, and yield Run in CN(C)C=O (DMF). Reaction SMILES: [C:1]([C:5]1[CH:10]=[CH:9][CH:8]=[CH:7][C:6]=1[N:11]1[CH2:16][CH2:15][N:14]([C:17](=[O:27])[CH2:18][CH:19]2[CH2:24][C:23](=[O:25])[NH:22][C:21](=[O:26])[CH2:20]2)[CH2:13][CH2:12]1)([CH3:4])([CH3:3])[CH3:2].Br[CH2:29][C:30]([O:32][CH2:33][C:34]1[CH:39]=[CH:38][CH:37]=[CH:36][CH:35]=1)=[O:31].C(=O)([O-])[O-].[K+].[K+].O>CN(C=O)C>[C:1]([C:5]1[CH:10]=[CH:9][CH:8]=[CH:7][C:6]=1[N:11]1[CH2:12][CH2:13][N:14]([C:17](=[O:27])[CH2:18][CH:19]2[CH2:24][C:23](=[O:25])[N:22]([CH2:29][C:30]([O:32][CH2:33][C:34]3[CH:39]=[CH:38][CH:37]=[CH:36][CH:35]=3)=[O:31])[C:21](=[O:26])[CH2:20]2)[CH2:15][CH2:16]1)([CH3:4])([CH3:2])[CH3:3] |f:2.3.4|. Reported procedure: A suspension of 4-{2-[4-(2-tert-butylphenyl)piperazin-1-yl]-2-oxoethyl}piperidine-2,6-dione (Example 14, 0.300 g, 0.81 mmol), benzyl bromoacetate (0.236 g, 0.97 mmol), and potassium carbonate (0.335 g, 2.42 mmol) in DMF (5 mL) was stirred at 60° C. for 16 h. The reaction mixture was poured into water and extracted with ethyl acetate. The organic layer was washed with saturated sodium hydrogen carbonate solution and brine, dried over MgSO4, and the solvent was evaporated under reduced pressure to... Yield: 112.6%. Starting materials: O (water), C(C)(C)(C)C1=C(C=CC=C1)N1CCN(CC1)C(CC1CC(NC(C1)=O)=O)=O (4-{2-[4-(2-tert-Butylphenyl)piperazin-1-yl]-2-oxoethyl}piperidine-2,6-dione), BrCC(=O)OCC1=CC=CC=C1 (benzyl bromoacetate), C([O-])([O-])=O.[K+].[K+] (potassium carbonate). Reaction conditions: temperature 60 celsius, time 16 hour. The product is C(C)(C)(C)C1=C(C=CC=C1)N1CCN(CC1)C(CC1CC(N(C(C1)=O)CC(=O)OCC1=CC=CC=C1)=O)=O (benzyl (4-{2-[4-(2-tert-butylphenyl)piperazin-1-yl]-2-oxoethyl}-2,6-dioxopiperidin-1-yl)acetate). The reactants are O[C@@H](CNC1=CC=C(C=C1)CCNC[C@@H](C1=CC(=C(C=C1)O)NC=O)O)C1=CC=CC=C1 (N-{2-[4-((R)-2-hydroxy-2-phenylethylamino)phenyl]ethyl}-(R)-2-hydroxy-2-(3-formamido-4-hydroxyphenyl)ethylamine), Cl (HCl), O (H2O). Solvent: C(C)(C)O (isopropyl alcohol). Reaction conditions: temperature 40 celsius, time 10 minute. Product: Cl.O[C@@H](CNC1=CC=C(C=C1)CCNC[C@@H](C1=CC(=C(C=C1)O)NC=O)O)C1=CC=CC=C1 (N-{2-[4-((R)-2-hydroxy-2-phenylethylamino)phenyl]ethyl}-(R)-2-hydroxy-2-(3-formamido-4-hydroxyphenyl)ethylamine Monohydrochloride), O[C@@H](CNC1=CC=C(C=C1)CCNC[C@@H](C1=CC(=C(C=C1)O)NC=O)O)C1=CC=CC=C1 (N-{2-[4-((R)-2-hydroxy-2-phenylethylamino)phenyl]ethyl}-(R)-2-hydroxy-2-(3-formamido-4-hydroxyphenyl)ethylamine). Isolated yield 139.5%. RXN SMILES: [OH:1][C@H:2]([C:27]1[CH:32]=[CH:31][CH:30]=[CH:29][CH:28]=1)[CH2:3][NH:4][C:5]1[CH:10]=[CH:9][C:8]([CH2:11][CH2:12][NH:13][CH2:14][C@H:15]([OH:26])[C:16]2[CH:21]=[CH:20][C:19]([OH:22])=[C:18]([NH:23][CH:24]=[O:25])[CH:17]=2)=[CH:7][CH:6]=1.[ClH:33].O>C(O)(C)C>[ClH:33].[OH:1][C@H:2]([C:27]1[CH:28]=[CH:29][CH:30]=[CH:31][CH:32]=1)[CH2:3][NH:4][C:5]1[CH:10]=[CH:9][C:8]([CH2:11][CH2:12][NH:13][CH2:14][C@H:15]([OH:26])[C:16]2[CH:21]=[CH:20][C:19]([OH:22])=[C:18]([NH:23][CH:24]=[O:25])[CH:17]=2)=[CH:7][CH:6]=1.[OH:1][C@H:2]([C:27]1[CH:28]=[CH:29][CH:30]=[CH:31][CH:32]=1)[CH2:3][NH:4][C:5]1[CH:10]=[CH:9][C:8]([CH2:11][CH2:12][NH:13][CH2:14][C@H:15]([OH:26])[C:16]2[CH:21]=[CH:20][C:19]([OH:22])=[C:18]([NH:23][CH:24]=[O:25])[CH:17]=2)=[CH:7][CH:6]=1 |f:4.5|. Procedure details: In a 500 mL round bottom flask, compound 1 (5.2 g, 11.9 mmol) was dissolved in 187.9 mL isopropyl alcohol with stirring at 40° C. Complete dissolution was achieved within 10 minutes. The flask was then charged with a solution containing 1.0 N HCl (11.3 mL, 11.3 mmol, 0.95 eq.) and H2O (29.6 mL). The solution was stirred and the product crystallized over several hours. After 6 h, the crystals were isolated by filtration and washed with 15 mL ice-cold 15% water in isopropyl alcohol solution follow...